Dataset: the Open Reaction Database (ORD), a public repository of structured organic reaction records. Task: describe an organic reaction: reactants, conditions, products, and yield The reactants are C(C)OCC (Diethyl ether), C([O-])([O-])=O.[Li+].[Li+] (lithium carbonate), CI (methyl iodide), O(C1=CC=CC=C1)C1=CC=C(C(=O)C=CC(=O)O)C=C1 (3-(4-phenoxybenzoyl)acrylic acid). The solvent is CN(C=O)C (dimethylformamide). Run at time 3 hour. The product is O(C1=CC=CC=C1)C1=CC=C(C(=O)C=CC(=O)OC)C=C1 (methyl 3-(4-phenoxybenzoyl)acrylate). The yield is 92.9%. RXN SMILES: [O:1]([C:8]1[CH:20]=[CH:19][C:11]([C:12]([CH:14]=[CH:15][C:16]([OH:18])=[O:17])=[O:13])=[CH:10][CH:9]=1)[C:2]1[CH:7]=[CH:6][CH:5]=[CH:4][CH:3]=1.[C:21](=O)([O-])[O-].[Li+].[Li+].CI.C(OCC)C>CN(C)C=O>[O:1]([C:8]1[CH:20]=[CH:19][C:11]([C:12]([CH:14]=[CH:15][C:16]([O:18][CH3:21])=[O:17])=[O:13])=[CH:10][CH:9]=1)[C:2]1[CH:3]=[CH:4][CH:5]=[CH:6][CH:7]=1 |f:1.2.3|. Procedure details: 5.36 g of 3-(4-phenoxybenzoyl)acrylic acid were dissolved in 30 ml of dimethylformamide, then 1.48 g of lithium carbonate and 5.68 g of methyl iodide were added. The mixture was stirred at room temperature for 3 hours and then allowed to stand overnight. Diethyl ether was added to the reaction mixture, which was then washed, in turn, with water, a saturated aqueous solution of sodium hydrogencarbonate and water, and then dried over magnesium sulfate. The diethyl ether was removed by evaporation ... Reactants: OC(C(C)C)(C=1N=CN(C1)C(C1=CC=CC=C1)(C1=CC=CC=C1)C1=CC=CC=C1)C1=CC=C(C=C1)C1=CC(=CC(=C1)C)NC(C)=O (N-[4′-[1-hydroxy-2-methyl-1-(1-trityl-1H-imidazol-4-yl)propyl]-5-methyl[1,1′-biphenyl]-3-yl]acetamide), Cl.N1=CC=CC=C1 (pyridine hydrochloride). Product: OC(C(C)C)(C=1N=CNC1)C1=CC=C(C=C1)C1=CC(=CC(=C1)C)NC(C)=O (N-[4′-[1-hydroxy-1-(1H-imidazol-4-yl)-2-methylpropyl]-5-methyl[1,1′-biphenyl]-3-yl]acetamide). Isolated yield 67.0%. Reaction SMILES: [OH:1][C:2]([C:30]1[CH:35]=[CH:34][C:33]([C:36]2[CH:41]=[C:40]([CH3:42])[CH:39]=[C:38]([NH:43][C:44](=[O:46])[CH3:45])[CH:37]=2)=[CH:32][CH:31]=1)([C:6]1[N:7]=[CH:8][N:9](C(C2C=CC=CC=2)(C2C=CC=CC=2)C2C=CC=CC=2)[CH:10]=1)[CH:3]([CH3:5])[CH3:4].Cl.N1C=CC=CC=1>>[OH:1][C:2]([C:30]1[CH:31]=[CH:32][C:33]([C:36]2[CH:41]=[C:40]([CH3:42])[CH:39]=[C:38]([NH:43][C:44](=[O:46])[CH3:45])[CH:37]=2)=[CH:34][CH:35]=1)([C:6]1[N:7]=[CH:8][NH:9][CH:10]=1)[CH:3]([CH3:5])[CH3:4] |f:1.2|. Reported procedure: By the reaction in the same manner as in Example 4-(iii) using N-[4′-[1-hydroxy-2-methyl-1-(1-trityl-1H-imidazol-4-yl)propyl]-5-methyl[1,1′-biphenyl]-3-yl]acetamide (1.02 g) and pyridine hydrochloride (350 mg), the colorless amorphous title compound (410 mg) was obtained. Reactants: NC1=NC(=CC(=C1N)C)C (2,3-diamino-4,6-dimethylpyridine), C(CO)(=O)O (glycolic acid). Run in C1(=CC=CC=C1)C (toluene), C1(=CC=CC=C1)C (toluene). The product is OCC1=NC=2C(=NC(=CC2C)C)N1 (2-Hydroxymethyl-5,7-dimethyl-3H-imidazo[4,5-b]pyridine). The yield is 15.2%. RXN SMILES: [NH2:1][C:2]1[C:7]([NH2:8])=[C:6]([CH3:9])[CH:5]=[C:4]([CH3:10])[N:3]=1.[C:11](O)(=O)[CH2:12][OH:13]>C1(C)C=CC=CC=1>[OH:13][CH2:12][C:11]1[NH:1][C:2]2=[N:3][C:4]([CH3:10])=[CH:5][C:6]([CH3:9])=[C:7]2[N:8]=1. Procedure: A mixture of 13.72 g of 2,3-diamino-4,6-dimethylpyridine and 25 g of glycolic acid in 200 ml of toluene was heated under reflux for 3.5 hours, whilst distilling off azeotropically the water formed in the course of the reaction. At the end of this time, the reaction mixture was freed from the toluene by decantation and the oily residue was purified by column chromatography through silica gel, using a gradient elution method, with mixtures of ethanol and ethyl acetate in ratios ranging from 2:3 to... Reactants: BrC1=CC(=C(C(=C1)C)N1C=C(C=2C1=NC(=CC2N2CCC(CC2)CCI)C)C)C (1-(4-bromo-2,6-dimethyl-phenyl)-4-[4-(2-iodo-ethyl)-piperidin-1-yl]-3,6-dimethyl-1H-pyrrolo[2,3-b]pyridine), [O-]S(=O)[O-].[Na+].[Na+] (Na2SO3), C(C)O (ethanol), O1CCCC1 (tetrahydrofuran). Reagents/catalysts: [I-].C(CCC)[N+](CCCC)(CCCC)CCCC (tetrabutylammonium iodide). Solvent: O (water). The product is BrC1=CC(=C(C(=C1)C)N1C=C(C=2C1=NC(=CC2N2CCC(CC2)CCS(=O)(=O)O)C)C)C (2-{1-[1-(4-bromo-2,6-dimethyl-phenyl)-3,6-dimethyl-1H-pyrrolo[2,3-b]pyridin-4-yl]-piperidin-4-yl}-ethanesulfonic acid). Isolated yield 24.4%. As a reaction SMILES: [Br:1][C:2]1[CH:7]=[C:6]([CH3:8])[C:5]([N:9]2[C:13]3=[N:14][C:15]([CH3:27])=[CH:16][C:17]([N:18]4[CH2:23][CH2:22][CH:21]([CH2:24][CH2:25]I)[CH2:20][CH2:19]4)=[C:12]3[C:11]([CH3:28])=[CH:10]2)=[C:4]([CH3:29])[CH:3]=1.[O-:30][S:31]([O-:33])=[O:32].[Na+].[Na+].C(O)C.O1CCCC1>[I-].C([N+](CCCC)(CCCC)CCCC)CCC.O>[Br:1][C:2]1[CH:7]=[C:6]([CH3:8])[C:5]([N:9]2[C:13]3=[N:14][C:15]([CH3:27])=[CH:16][C:17]([N:18]4[CH2:23][CH2:22][CH:21]([CH2:24][CH2:25][S:31]([OH:33])(=[O:32])=[O:30])[CH2:20][CH2:19]4)=[C:12]3[C:11]([CH3:28])=[CH:10]2)=[C:4]([CH3:29])[CH:3]=1 |f:1.2.3,6.7|. Reported procedure: A mixture of 1-(4-bromo-2,6-dimethyl-phenyl)-4-[4-(2-iodo-ethyl)-piperidin-1-yl]-3,6-dimethyl-1H-pyrrolo[2,3-b]pyridine (0.25 g), Na2SO3 (0.28 g), tetrabutylammonium iodide (16 mg), ethanol (5 mL), tetrahydrofuran (5 mL) and water (3 mL) was heated at reflux for 10 hours. The reaction mixture was concentrated under reduced pressure. The residue was purified with column chromatography (silica gel: Wako gel C200, eluent: ethyl acetate:methanol=5/1) to obtain the title compound (56 mg) as a yellow ...